This data is from the Open Reaction Database (ORD), a public repository of structured organic reaction records. The task is: describe an organic reaction: reactants, conditions, products, and yield Starting materials: c1(ccccc1)CN, C1COCC2C1O2. The reagents and catalysts are c1ccc(cc1)-c2c3ccccc3cc4ccccc24 (9-Phenylanthracene), [Li+].[O-]Cl(=O)(=O)=O (LiClO4). Solvent: CC1=CC=CC=C1 (Toluene). Conditions: temperature 80 celsius, time 18 hour. Yields the product O[C@H]1COCC[C@@H]1NCc2ccccc2. RXN SMILES: [CH2:1]1[O:7][CH2:6][CH:5]([CH:3]2[CH2:2]1)[O:4]2.[NH2:8][CH2:9][c:10]1[cH:15][cH:14][cH:13][cH:12][cH:11]1>>[OH:4][C@@H:5]1[C@@H:3]([NH:8][CH2:9][c:10]2[cH:15][cH:14][cH:13][cH:12][cH:11]2)[CH2:2][CH2:1][O:7][CH2:6]1. Reactants: C1CCOC1, CC(C)(O)c1nn2ccccc2c1CO. Product: CC(C)(O)c1nn2ccccc2c1C=O. Reaction SMILES: [O:16]1[CH2:17][CH2:18][CH2:19][CH2:20]1.[OH:1][CH2:2][c:3]1[c:4]([C:12]([CH3:13])([CH3:14])[OH:15])[n:5][n:6]2[c:7]1[cH:8][cH:9][cH:10][cH:11]2>>[O:1]=[CH:2][c:3]1[c:4]([C:12]([CH3:13])([CH3:14])[OH:15])[n:5][n:6]2[c:7]1[cH:8][cH:9][cH:10][cH:11]2. Starting materials: C1(=CC=CC=C1)C(OC1=COC(=CC1=O)CO)C1=CC=CC=C1 (3-diphenylmethoxy-6-hydroxymethyl-4-pyrone), CN (methylamine). The solvent is CO (methanol). Reaction conditions: time 4 hour. The product is C1(=CC=CC=C1)C(OC1=CN(C(=CC1=O)CO)C)C1=CC=CC=C1 (3-diphenylmethoxy-6-hydroxymethyl-1-methyl-4-pyridone). Reaction SMILES: [C:1]1([CH:7]([C:18]2[CH:23]=[CH:22][CH:21]=[CH:20][CH:19]=2)[O:8][C:9]2[C:14](=[O:15])[CH:13]=[C:12]([CH2:16][OH:17])O[CH:10]=2)[CH:6]=[CH:5][CH:4]=[CH:3][CH:2]=1.[CH3:24][NH2:25]>CO>[C:1]1([CH:7]([C:18]2[CH:23]=[CH:22][CH:21]=[CH:20][CH:19]=2)[O:8][C:9]2[C:14](=[O:15])[CH:13]=[C:12]([CH2:16][OH:17])[N:25]([CH3:24])[CH:10]=2)[CH:6]=[CH:5][CH:4]=[CH:3][CH:2]=1. Procedure details: To a solution of 3.035 g of 3-diphenylmethoxy-6-hydroxymethyl-4-pyrone in 20 ml of methanol is added 50 ml of 40% aqueous methylamine solution, and the mixture is stirred for 4 hours. The reaction mixture is condensed under reduced pressure to a volume of 15 ml, and the resulting crystal is collected by filtration, washed with a small amounts of water and ethyl acetate in this sequence, and dried under reduced pressure to give 2.04 g of the title compound.